From a dataset of the Open Reaction Database (ORD), a public repository of structured organic reaction records. describe an organic reaction: reactants, conditions, products, and yield Reagents/catalysts: [Ni] (Raney nickel). RXN SMILES: [CH3:1][C:2]1[N:3]=[C:4]([NH:17][CH2:18][C:19]([O:21][CH2:22][CH3:23])=[O:20])[S:5][C:6]=1[CH2:7][C:8]1[CH:13]=[CH:12][C:11]([N+:14]([O-])=O)=[CH:10][CH:9]=1.O>C(O)C.COC(O)C.[Ni]>[CH3:1][C:2]1[N:3]=[C:4]([NH:17][CH2:18][C:19]([O:21][CH2:22][CH3:23])=[O:20])[S:5][C:6]=1[CH2:7][C:8]1[CH:9]=[CH:10][C:11]([NH2:14])=[CH:12][CH:13]=1 |f:2.3|. Procedure: 9.2 g of ethyl (4-methyl-5-(4-nitrobenzyl)thiazol-2-yl)aminoacetate in 500 ml of an ethanol/methoxyethanol mixture are hydrogenated at normal pressure and room temperature in the presence of Raney nickel. After filtration of the catalyst and concentration of the reaction medium, a brown oil is obtained which is taken up with acidified water, the aqueous phase is extracted with chloroform and then rendered basic and the precipitate obtained is filtered off to give 6.1 g of ethyl (4-methyl-5-(4-am... Starting materials: CC=1N=C(SC1CC1=CC=C(C=C1)[N+](=O)[O-])NCC(=O)OCC (ethyl (4-methyl-5-(4-nitrobenzyl)thiazol-2-yl)aminoacetate), O (water). The product is CC=1N=C(SC1CC1=CC=C(C=C1)N)NCC(=O)OCC (ethyl (4-methyl-5-(4-aminobenzyl)thiazol-2-yl)aminoacetate). Yield: 72.8%. Solvent: C(C)O.COC(C)O (ethanol methoxyethanol). Reactants: O=C([O-])[O-], COc1cnc2c(Cl)ccnc2c1, [Cs+], [Cs+], Nc1ccc(O)cc1, CN(C)C=O. Yields the product COc1cnc2c(Oc3ccc(N)cc3)ccnc2c1. RXN SMILES: [C:9](=[O:10])([O-:11])[O-:12].[Cl:15][c:16]1[cH:17][cH:18][n:19][c:20]2[cH:21][c:22]([O:26][CH3:27])[cH:23][n:24][c:25]12.[Cs+:13].[Cs+:14].[NH2:1][c:2]1[cH:3][cH:4][c:5]([OH:6])[cH:7][cH:8]1.[O:28]=[CH:29][N:30]([CH3:31])[CH3:32]>>[NH2:1][c:2]1[cH:3][cH:4][c:5]([O:6][c:16]2[cH:17][cH:18][n:19][c:20]3[cH:21][c:22]([O:26][CH3:27])[cH:23][n:24][c:25]23)[cH:7][cH:8]1. Reactants: O (water), FC1=NC(=CC=2CCC(C(C12)(F)F)C1=NC=C(C=C1)O)OCCCCCCCC (1,8,8-trifluoro-7-(5-hydroxypyridin-2-yl)-3-octyloxy-5,6,7,8-tetrahydroisoquinoline), C(CCCCCCC)Br (1-octyl bromide), [H-].[Na+] (sodium hydride). Run in CN(C)C=O (DMF). Conditions: time 30 minute. The product is C(CCCCCCC)OC=1C=CC(=NC1)C1CCC=2C=C(N=C(C2C1(F)F)F)OCCCCCCCC (7-[5-(octyloxy)pyridin-2-yl]-1,8,8-trifluoro-3-octyloxy-5,6,7,8-tetrahydroisoquinoline). Isolated yield 75.5%. As a reaction SMILES: [F:1][C:2]1[C:11]2[C:10]([F:13])([F:12])[CH:9]([C:14]3[CH:19]=[CH:18][C:17]([OH:20])=[CH:16][N:15]=3)[CH2:8][CH2:7][C:6]=2[CH:5]=[C:4]([O:21][CH2:22][CH2:23][CH2:24][CH2:25][CH2:26][CH2:27][CH2:28][CH3:29])[N:3]=1.[H-].[Na+].[CH2:32](Br)[CH2:33][CH2:34][CH2:35][CH2:36][CH2:37][CH2:38][CH3:39].O>CN(C=O)C>[CH2:32]([O:20][C:17]1[CH:18]=[CH:19][C:14]([CH:9]2[C:10]([F:12])([F:13])[C:11]3[C:2]([F:1])=[N:3][C:4]([O:21][CH2:22][CH2:23][CH2:24][CH2:25][CH2:26][CH2:27][CH2:28][CH3:29])=[CH:5][C:6]=3[CH2:7][CH2:8]2)=[N:15][CH:16]=1)[CH2:33][CH2:34][CH2:35][CH2:36][CH2:37][CH2:38][CH3:39] |f:1.2|. Procedure: 10 mmol of 1,8,8-trifluoro-7-(5-hydroxypyridin-2-yl)-3-octyloxy-5,6,7,8-tetrahydroisoquinoline are dissolved in 50 ml of DMF, and 11 mmol of sodium hydride are added. After the mixture has been stirred for 30 minutes, 11 mmol of 1-octyl bromide are added dropwise, and the mixture is stirred at 60° C. for a further 140 minutes and poured into water. The mixture is extracted with dichloromethane, the combined organic phases are dried, the solvent is removed in vacuo and the residue is chromatograp... The reactants are BrC1CCCC1 (bromocyclopentane), C(#N)C1CCN(CC1)C(=O)[C@@H](C(C)(C)C)NC(=O)C1=CN(C=2N=CC(=NC21)Br)COCC[Si](C)(C)C (2-bromo-5-(2-trimethylsilanyl-ethoxymethyl)-5H-pyrrolo[2,3-]pyrazine-7-carboxylic acid [(R)-1-(4-cyano-piperidine-1-carbonyl)-2,2-dimethyl-propyl]-amide), BrCC1CC1 ((bromomethyl)cyclopropane), C(#N)C1CCN(CC1)C([C@@H](C1CC1)NC(=O)C1=CN(C2=NC=C(N=C21)Br)COCC[Si](C)(C)C)=O (2-bromo-5-(2-trimethylsilanyl-ethoxymethyl)-5H-pyrrolo[2,3-b]pyrazine-7-carboxylic acid [(R)-2-(4-cyano-piperidin-1-yl)-1-cyclopropyl-2-oxo-ethyl]-amide). Yields the product C(#N)C1CCN(CC1)C([C@@H](C1CC1)NC(=O)C1=CNC2=NC=C(N=C21)C=2N=CN(C2)C2CCCC2)=O (2-(1-Cyclopentyl-1H-imidazol-4-yl)-5H-pyrrolo[2,3-b]pyrazine-7-carboxylic acid [(R)-2-(4-cyano-piperidin-1-yl)-1-cyclopropyl-2-oxo-ethyl]-amide). Reaction SMILES: BrC1CCCC1.BrCC1CC1.[C:12]([CH:14]1[CH2:19][CH2:18][N:17]([C:20](=[O:46])[C@H:21]([NH:25][C:26]([C:28]2[C:36]3[C:31](=[N:32][CH:33]=[C:34](Br)[N:35]=3)[N:30](COCC[Si](C)(C)C)[CH:29]=2)=[O:27])[CH:22]2[CH2:24][CH2:23]2)[CH2:16][CH2:15]1)#[N:13].C([CH:49]1[CH2:54][CH2:53][N:52]([C:55]([C@H:57]([NH:62][C:63](C2C3N=C(Br)C=NC=3N(COCC[Si](C)(C)C)C=2)=O)C(C)(C)C)=O)[CH2:51][CH2:50]1)#N>>[C:12]([CH:14]1[CH2:19][CH2:18][N:17]([C:20](=[O:46])[C@H:21]([NH:25][C:26]([C:28]2[C:36]3[C:31](=[N:32][CH:33]=[C:34]([C:57]4[N:62]=[CH:63][N:52]([CH:51]5[CH2:50][CH2:49][CH2:54][CH2:53]5)[CH:55]=4)[N:35]=3)[NH:30][CH:29]=2)=[O:27])[CH:22]2[CH2:23][CH2:24]2)[CH2:16][CH2:15]1)#[N:13]. Reported procedure: Prepared according to the procedure outlined in Example 131 substituting bromocyclopentane for (bromomethyl)cyclopropane in Step 1 and 2-bromo-5-(2-trimethylsilanyl-ethoxymethyl)-5H-pyrrolo[2,3-b]pyrazine-7-carboxylic acid [(R)-2-(4-cyano-piperidin-1-yl)-1-cyclopropyl-2-oxo-ethyl]-amide for 2-bromo-5-(2-trimethylsilanyl-ethoxymethyl)-5H-pyrrolo[2,3-]pyrazine-7-carboxylic acid [(R)-1-(4-cyano-piperidine-1-carbonyl)-2,2-dimethyl-propyl]-amide in Step 3. MS: (M+H)+=487. The reactants are C(C(O)C(O)C(=O)O)(=O)O (tartaric acid), S(=O)(O)[O-].[Na+] (sodium hydrogensulfite), C[Si](C)(C)Cl (trimethylsilyl chloride), BrC1=CC=C(C=NC2=CC=C(C=C2)F)C=C1 ((4-bromobenzylidene)-(4-fluorophenyl)amine), C(C)N(C(C)C)C(C)C (ethyldiisopropylamine), C39H43BrF2N2O4Si, [Si](C)(C)(C(C)(C)C)OC(CCCC(=O)N1C(OCC1C1=CC=CC=C1)=O)C1=CC=C(C=C1)F (3-[5-(tert-butyldimethylsilanyloxy)-5-(4-fluorophenyl)pentanoyl]-4-phenyloxazolidin-2-one). Reagents/catalysts: [Ti](Cl)(Cl)(Cl)Cl (titanium tetrachloride). The solvent is C(C)(=O)O (acetic acid), ClCCl (dichloromethane). Run at temperature -10 celsius. Yields the product BrC1=CC=C(C=C1)C(C(C(=O)N1C(OCC1C1=CC=CC=C1)=O)CCC(C1=CC=C(C=C1)F)O[Si](C)(C)C(C)(C)C)NC1=CC=C(C=C1)F (3-[2-[(4-Bromophenyl)-(4-fluorophenylamino)methyl]-5-(tert-butyldimethylsilanyloxy)-5-(4-fluorophenyl)pentanoyl]-4-phenyloxazolidin-2-one). RXN SMILES: [Si:1]([O:8][CH:9]([C:27]1[CH:32]=[CH:31][C:30]([F:33])=[CH:29][CH:28]=1)[CH2:10][CH2:11][CH2:12][C:13]([N:15]1[CH:19]([C:20]2[CH:25]=[CH:24][CH:23]=[CH:22][CH:21]=2)[CH2:18][O:17][C:16]1=[O:26])=[O:14])([C:4]([CH3:7])([CH3:6])[CH3:5])([CH3:3])[CH3:2].[Br:34][C:35]1[CH:49]=[CH:48][C:38]([CH:39]=[N:40][C:41]2[CH:46]=[CH:45][C:44]([F:47])=[CH:43][CH:42]=2)=[CH:37][CH:36]=1.C(N(C(C)C)C(C)C)C.C[Si](Cl)(C)C.C(O)(=O)C(C(C(O)=O)O)O.S([O-])(O)=O.[Na+]>ClCCl.[Ti](Cl)(Cl)(Cl)Cl.C(O)(=O)C>[Br:34][C:35]1[CH:36]=[CH:37][C:38]([CH:39]([NH:40][C:41]2[CH:46]=[CH:45][C:44]([F:47])=[CH:43][CH:42]=2)[CH:12]([CH2:11][CH2:10][CH:9]([O:8][Si:1]([C:4]([CH3:7])([CH3:5])[CH3:6])([CH3:3])[CH3:2])[C:27]2[CH:32]=[CH:31][C:30]([F:33])=[CH:29][CH:28]=2)[C:13]([N:15]2[CH:19]([C:20]3[CH:25]=[CH:24][CH:23]=[CH:22][CH:21]=3)[CH2:18][O:17][C:16]2=[O:26])=[O:14])=[CH:48][CH:49]=1 |f:5.6|. Procedure details: 4.4 g of 3-[5-(tert-butyldimethylsilanyloxy)-5-(4-fluorophenyl)pentanoyl]-4-phenyloxazolidin-2-one are dissolved in 40 ml of absolute dichloromethane. 5.2 g of (4-bromobenzylidene)-(4-fluorophenyl)amine and 8.6 ml of ethyldiisopropylamine are added, and the solution is then cooled to −10° C. 2.94 ml of trimethylsilyl chloride are then added dropwise, and during the addition, the temperature of the reaction-mixture is maintained below −5° C. The reaction solution is then stirred at −10° C. for ha...